The task is: describe an organic reaction: reactants, conditions, products, and yield. This data is from the Open Reaction Database (ORD), a public repository of structured organic reaction records. Reactants: ClC1=C(C=C(C#N)C=C1N)N (4-chloro-3,5-diaminobenzonitrile), COCC(=O)Cl (methoxyacetyl chloride). The solvent is N1=CC=CC=C1 (pyridine). Run at time 2 hour. Product: COCC(=O)NC=1C=C(C#N)C=C(C1Cl)NC(COC)=O (3,5-bis(methoxyacetylamino)-4-chlorobenzonitrile). Reaction SMILES: [Cl:1][C:2]1[C:9]([NH2:10])=[CH:8][C:5]([C:6]#[N:7])=[CH:4][C:3]=1[NH2:11].[CH3:12][O:13][CH2:14][C:15](Cl)=[O:16]>N1C=CC=CC=1>[CH3:12][O:13][CH2:14][C:15]([NH:11][C:3]1[CH:4]=[C:5]([CH:8]=[C:9]([NH:10][C:15](=[O:16])[CH2:14][O:13][CH3:12])[C:2]=1[Cl:1])[C:6]#[N:7])=[O:16]. Procedure details: To a solution of 4-chloro-3,5-diaminobenzonitrile (3.34 g) in pyridine (60 ml) is added dropwise methoxyacetyl chloride (4.0 ml) at room temperature. The mixture is stirred at room temperature for 2 hours, and thereafter, pyridine is distilled off under reduced pressure. To the residue is added water, and the resulting solid substance is separated by filtration and washed with water. The resulting crude crystals are recrystallized from ethanol to give the title compound (5.1 g) having the follow... The reactants are Cl (hydrochloric acid), ice, BrC1=CC(=C(C2=CC=CC=C12)N)Cl (4-bromo-2-chloro-1-naphthylamine), cuprous chloride, diazonium, Cl (hydrochloric acid), N(=O)[O-].[Na+] (sodium nitrite), ice. Run in O (water), O (water). Run at time 2 hour. The product is BrC1=CC(=C(C2=CC=CC=C12)Cl)Cl (4-Bromo-1,2-dichloronaphthalene). Isolated yield 75.0%. Reaction SMILES: [Br:1][C:2]1[C:11]2[C:6](=[CH:7][CH:8]=[CH:9][CH:10]=2)[C:5](N)=[C:4]([Cl:13])[CH:3]=1.[ClH:14].N([O-])=O.[Na+]>O>[Br:1][C:2]1[C:11]2[C:6](=[CH:7][CH:8]=[CH:9][CH:10]=2)[C:5]([Cl:14])=[C:4]([Cl:13])[CH:3]=1 |f:2.3|. Procedure details: To an ice-cooled solution of 4-bromo-2-chloro-1-naphthylamine (25.7 g) in water (60 ml) and concd. hydrochloric acid (30 ml) was added a solution of sodium nitrite (8.4 g) in water (16 ml) at 0°-5° C. The diazonium solution was stirred at same temperature an hour. There was added to it an ice-cooled solution of cuprous chloride (11 g) in concd. hydrochloric acid (60 ml). After stirring at 0°-5° C for 2 hrs., the mixture was warmed to room temperature. The brown percipitate was collected, washed ... Reactants: CCCc1c2c(cc3c(=O)cc(C(=O)OCC)oc13)CCCC2, O, O=[N+]([O-])O, O=S(=O)(O)O. Yields the product CCCc1c2c(c([N+](=O)[O-])c3c(=O)cc(C(=O)OCC)oc13)CCCC2. RXN SMILES: [O:1]=[c:2]1[c:3]2[c:4]([o:5][c:6]([C:8](=[O:9])[O:10][CH2:11][CH3:12])[cH:7]1)[c:13]([CH2:21][CH2:22][CH3:23])[c:14]1[c:19]([cH:20]2)[CH2:18][CH2:17][CH2:16][CH2:15]1.[OH2:28].[OH:24][N+:25]([O-:26])=[O:27].[S:29](=[O:30])(=[O:31])([OH:32])[OH:33]>>[O:1]=[c:2]1[c:3]2[c:4]([o:5][c:6]([C:8](=[O:9])[O:10][CH2:11][CH3:12])[cH:7]1)[c:13]([CH2:21][CH2:22][CH3:23])[c:14]1[c:19]([c:20]2[N+:25](=[O:24])[O-:26])[CH2:18][CH2:17][CH2:16][CH2:15]1. Starting materials: C1(=CC=CC2=CC=CC=C12)C=C(C(=O)OCC)CCCOC1OCCCC1 (ethyl 3-(1-naphthyl)-2-[3-(2-tetrahydropyranyloxy)propyl]-2-propenoate). Solvent: C(C)O (ethanol), [C].[Pd] (palladium carbon). Yields the product C1(=CC=CC2=CC=CC=C12)CC(C(=O)OCC)CCCOC1OCCCC1 (ethyl (2RS)-2-(1-naphthylmethyl)-5-(2-tetrahydropyranyloxy)pentanoate). The yield is 99.2%. As a reaction SMILES: [C:1]1([CH:11]=[C:12]([CH2:18][CH2:19][CH2:20][O:21][CH:22]2[CH2:27][CH2:26][CH2:25][CH2:24][O:23]2)[C:13]([O:15][CH2:16][CH3:17])=[O:14])[C:10]2[C:5](=[CH:6][CH:7]=[CH:8][CH:9]=2)[CH:4]=[CH:3][CH:2]=1>C(O)C.[C].[Pd]>[C:1]1([CH2:11][CH:12]([CH2:18][CH2:19][CH2:20][O:21][CH:22]2[CH2:27][CH2:26][CH2:25][CH2:24][O:23]2)[C:13]([O:15][CH2:16][CH3:17])=[O:14])[C:10]2[C:5](=[CH:6][CH:7]=[CH:8][CH:9]=2)[CH:4]=[CH:3][CH:2]=1 |f:2.3|. Reported procedure: 3.37 g of ethyl 3-(1-naphthyl)-2-[3-(2-tetrahydropyranyloxy)propyl]-2-propenoate was dissolved in 5 ml of ethanol and hydrogenated under atmospheric pressure by means of 10% palladium carbon. The reaction mixture was subjected to filtration, the solvent of the filtrate was distilled off under reduced pressure to obtain 3.36 g of ethyl (2RS)-2-(1-naphthylmethyl)-5-(2-tetrahydropyranyloxy)pentanoate as oily substance.